From a dataset of the Open Reaction Database (ORD), a public repository of structured organic reaction records. describe an organic reaction: reactants, conditions, products, and yield The reactants are CC1(COC2(CC[C@@H](C2)C(=O)OCC2=CC=CC=C2)OC1)C ((S)-benzyl 8,8-dimethyl-6,10-dioxaspiro[4.5]decane-2-carboxylate), Cl (hydrochloric acid). Run in C(C)O (ethanol). Conditions: temperature 25 celsius, time 8 hour. The product is O=C1C[C@H](CC1)C(=O)OCC1=CC=CC=C1 ((S)-benzyl 3-oxocyclopentanecarboxylate). The yield is 79.7%. As a reaction SMILES: CC1(C)CO[C:5]2([CH2:9][C@@H:8]([C:10]([O:12][CH2:13][C:14]3[CH:19]=[CH:18][CH:17]=[CH:16][CH:15]=3)=[O:11])[CH2:7][CH2:6]2)[O:4]C1.Cl>C(O)C>[O:4]=[C:5]1[CH2:6][CH2:7][C@H:8]([C:10]([O:12][CH2:13][C:14]2[CH:15]=[CH:16][CH:17]=[CH:18][CH:19]=2)=[O:11])[CH2:9]1. Procedure: To a solution of (S)-benzyl 8,8-dimethyl-6,10-dioxaspiro[4.5]decane-2-carboxylate (3.5 g, 11.50 mmol) in ethanol (50 ml) at 0° C. was added 0.1 N hydrochloric acid (17.5 ml) drop wise. The reaction was stirred at 25° C. for overnight. Upon completion, the reaction mixture was concentrated under reduced pressure; the residue was dissolved in dichloromethane (50 ml) and diluted with water (25 ml). The organic mass was extracted using dichloromethane (2×50 ml) and the combined organic layer was dri... Reactants: O (Water), N1=NC(=CC=C1)NC(OCC(Cl)(Cl)Cl)=O (2,2,2-trichloroethyl pyridazin-3-ylcarbamate), FC1=CC=C(C=C1)C=1N=C(SC1)C1CCNCC1 (4-[4-(4-fluorophenyl)-1,3-thiazol-2-yl]piperidine), C(C)(C)N(CC)C(C)C (diisopropylethylamine). Run in CS(=O)C (dimethylsulfoxide). Run at temperature 70 celsius, time 6 hour. The product is FC1=CC=C(C=C1)C=1N=C(SC1)C1CCN(CC1)C(=O)NC=1N=NC=CC1 (4-[4-(4-Fluorophenyl)-1,3-thiazol-2-yl]-N-pyridazin-3-ylpiperidine-1-carboxamide). The yield is 57.9%. RXN SMILES: [N:1]1[CH:6]=[CH:5][CH:4]=[C:3]([NH:7][C:8](=[O:15])OCC(Cl)(Cl)Cl)[N:2]=1.[F:16][C:17]1[CH:22]=[CH:21][C:20]([C:23]2[N:24]=[C:25]([CH:28]3[CH2:33][CH2:32][NH:31][CH2:30][CH2:29]3)[S:26][CH:27]=2)=[CH:19][CH:18]=1.C(N(C(C)C)CC)(C)C.O>CS(C)=O>[F:16][C:17]1[CH:22]=[CH:21][C:20]([C:23]2[N:24]=[C:25]([CH:28]3[CH2:33][CH2:32][N:31]([C:8]([NH:7][C:3]4[N:2]=[N:1][CH:6]=[CH:5][CH:4]=4)=[O:15])[CH2:30][CH2:29]3)[S:26][CH:27]=2)=[CH:19][CH:18]=1. Procedure: A mixture of 2,2,2-trichloroethyl pyridazin-3-ylcarbamate (170 mg, 0.629 mmol), 4-[4-(4-fluorophenyl)-1,3-thiazol-2-yl]piperidine (150 mg, 0.572 mmol) and diisopropylethylamine (0.199 ml, 1.14 mmol) in dimethylsulfoxide (2.0 ml) was stirred at 70° C. for 6 hours. Water was poured into the reaction solution, and the mixture was extracted with ethyl acetate. The extract was washed with water and dried over anhydrous magnesium sulfate, and the solvent was distilled off under reduced pressure. The r...